Dataset: the Open Reaction Database (ORD), a public repository of structured organic reaction records. Task: describe an organic reaction: reactants, conditions, products, and yield Reaction SMILES: CO[C:3]1[C:7](OC)=[N:6][S:5](=[O:11])(=[O:10])[N:4]=1.[CH3:12][C:13]1[O:17][N:16]=[C:15]([CH2:18][S:19][CH2:20][CH2:21][NH2:22])[N:14]=1.[CH3:23][NH2:24]>>[CH3:12][C:13]1[O:17][N:16]=[C:15]([CH2:18][S:19][CH2:20][CH2:21][NH:22][C:7]2[C:3]([NH:24][CH3:23])=[N:4][S:5](=[O:10])(=[O:11])[N:6]=2)[N:14]=1. Reported procedure: When a methanolic suspension of 3,4-dimethoxy-1,2,5-thiadiazole 1,1-dioxide is treated successively with 2-[(5-methyl-1,2,4-oxadiazol-3-yl)methylthio]ethylamine [prepared in Step A] and methylamine, by the general procedure of Example 2, the title compound is thereby produced. The product is CC1=NC(=NO1)CSCCNC1=NS(N=C1NC)(=O)=O (3-{2-[(5-Methyl-1,2,4-oxadiazol-3-yl)methylthio]ethylamino}-4-methylamino-1,2,5-thiadiazole 1,1-dioxide). The reactants are COC1=NS(N=C1OC)(=O)=O (3,4-dimethoxy-1,2,5-thiadiazole 1,1-dioxide), CC1=NC(=NO1)CSCCN (2-[(5-Methyl-1,2,4-oxadiazol-3-yl)methylthio]ethylamine), CN (methylamine). Run in CN1C(CCC1)=O (N-methyl-2-pyrrolidone). Product: C(C1=CC=CC=C1)NC[C@H](O[Si](C)(C)C(C)(C)C)C=1C=CC(=C(C1)NC=O)OCC1=CC=CC=C1 (N-{5-[(R)-2-benzylamino-1-(tert-butyldimethylsilanyloxy)ethyl]-2-benzyloxyphenyl}formamide). Isolated yield 94.8%. RXN SMILES: [CH2:1]([O:8][C:9]1[CH:14]=[CH:13][C:12]([C@@H:15]([O:18][Si:19]([C:22]([CH3:25])([CH3:24])[CH3:23])([CH3:21])[CH3:20])[CH2:16]Br)=[CH:11][C:10]=1[NH:26][CH:27]=[O:28])[C:2]1[CH:7]=[CH:6][CH:5]=[CH:4][CH:3]=1.[CH2:29]([NH2:36])[C:30]1[CH:35]=[CH:34][CH:33]=[CH:32][CH:31]=1>CN1CCCC1=O>[CH2:29]([NH:36][CH2:16][C@@H:15]([C:12]1[CH:13]=[CH:14][C:9]([O:8][CH2:1][C:2]2[CH:7]=[CH:6][CH:5]=[CH:4][CH:3]=2)=[C:10]([NH:26][CH:27]=[O:28])[CH:11]=1)[O:18][Si:19]([C:22]([CH3:25])([CH3:24])[CH3:23])([CH3:21])[CH3:20])[C:30]1[CH:35]=[CH:34][CH:33]=[CH:32][CH:31]=1. Procedure details: To a 500 mL three-necked round-bottomed flask was added N-{2-benzyloxy-5-[(R)-2-bromo-1-(tert-butyldimethylsilanyloxy)ethyl]phenyl}formamide (100 g, 215 mmol) and N-methyl-2-pyrrolidone (300 mL). Benzylamine (69.4 mL, 648 mol) was added and the reaction mixture was flushed with nitrogen. The reaction mixture was then heated to 90° C. and stirred for about 8 hours. The reaction mixture was then cooled to room temperature and water (1.5 L) and ethyl acetate (1.5 L) were added. The layers were sepa... Reactants: C(C1=CC=CC=C1)OC1=C(C=C(C=C1)[C@H](CBr)O[Si](C)(C)C(C)(C)C)NC=O (N-{2-benzyloxy-5-[(R)-2-bromo-1-(tert-butyldimethylsilanyloxy)ethyl]phenyl}formamide), C(C1=CC=CC=C1)N (Benzylamine). Conditions: temperature 90 celsius, time 8 hour. The reactants are C1=CC=CC=2C3=CC=CC=C3C(C12)=CC(=O)O (9-fluorenylidene acetic acid), OC1=CC=C(C(=O)N2CCN(CC2)C(C)C)C=C1 (1-(4-hydroxybenzoyl)-4-isopropylpiperazine), C1(CCCCC1)N=C=NC1CCCCC1 (dicyclohexyl carbodiimide). Reagents/catalysts: CN(C1=CC=NC=C1)C (4-dimethylaminopyridine). The solvent is C(Cl)(Cl)Cl (chloroform). Conditions: time 3 hour. Product: C(C)(C)N1CCN(CC1)C(C1=CC=C(C=C1)OC(C=C1C2=CC=CC=C2C=2C=CC=CC12)=O)=O (1-Isopropyl-4-[4-(9-fluorenylidene acetyloxy)benzoyl]piperazine). RXN SMILES: [CH:1]1[C:13]2[C:12](=[CH:14][C:15]([OH:17])=[O:16])[C:11]3[C:6](=[CH:7][CH:8]=[CH:9][CH:10]=3)[C:5]=2[CH:4]=[CH:3][CH:2]=1.O[C:19]1[CH:35]=[CH:34][C:22]([C:23]([N:25]2[CH2:30][CH2:29][N:28]([CH:31]([CH3:33])[CH3:32])[CH2:27][CH2:26]2)=[O:24])=[CH:21][CH:20]=1.C1(N=C=NC2CCCCC2)CCCCC1>CN(C)C1C=CN=CC=1.C(Cl)(Cl)Cl>[CH:31]([N:28]1[CH2:29][CH2:30][N:25]([C:23](=[O:24])[C:22]2[CH:21]=[CH:20][C:19]([O:16][C:15](=[O:17])[CH:14]=[C:12]3[C:13]4[CH:1]=[CH:2][CH:3]=[CH:4][C:5]=4[C:6]4[C:11]3=[CH:10][CH:9]=[CH:8][CH:7]=4)=[CH:35][CH:34]=2)[CH2:26][CH2:27]1)([CH3:33])[CH3:32]. Procedure: To a 20 ml chloroform solution containing 2.67 g (12 mmol) of 9-fluorenylidene acetic acid, 2.48 g (10 mmol) of 1-(4-hydroxybenzoyl)-4-isopropylpiperazine and 122 mg (1 mmol) of 4-dimethylaminopyridine was added 2.48 g (12 mmol) of dicyclohexyl carbodiimide, and the mixture was stirred at room temperature for 3 hours. Any insoluble matter which had formed was removed by filtration, and the filtrate was concentrated under reduced pressure. Thereafter, any insoluble matter was removed by filtratio... Reaction SMILES: [CH3:1][C:2]([CH3:3])([O:4][C:5](=[O:6])[NH:7][c:8]1[c:9]([CH3:21])[cH:10][c:11]([O:12][CH2:13][C:14](=[O:15])[O:16][CH2:17][CH3:18])[cH:19][cH:20]1)[CH3:22].[CH3:23][NH:24][CH3:25].[Cl:26][CH:27]([Cl:28])[Cl:29]>>[CH3:1][C:2]([CH3:3])([O:4][C:5](=[O:6])[NH:7][c:8]1[c:9]([CH3:21])[cH:10][c:11]([O:12][CH2:13][C:14](=[O:15])[N:24]([CH3:23])[CH3:25])[cH:19][cH:20]1)[CH3:22]. Yields the product Cc1cc(OCC(=O)N(C)C)ccc1NC(=O)OC(C)(C)C. Starting materials: CCOC(=O)COc1ccc(NC(=O)OC(C)(C)C)c(C)c1, CNC, ClC(Cl)Cl. RXN SMILES: [CH3:32][NH:33][CH3:34].[Cl:1][c:2]1[cH:3][c:4]([F:29])[c:5]([NH:9][c:10]2[c:11]([C:27]#[N:28])[cH:12][n:13][c:14]3[cH:15][c:16]([O:22][CH2:23][CH2:24][CH2:25][Cl:26])[c:17]([O:20][CH3:21])[cH:18][c:19]23)[cH:6][c:7]1[OH:8].[I-:31].[Na+:30].[O:35]1[CH2:36][CH2:37][CH2:38][CH2:39]1>>[Cl:1][c:2]1[cH:3][c:4]([F:29])[c:5]([NH:9][c:10]2[c:11]([C:27]#[N:28])[cH:12][n:13][c:14]3[cH:15][c:16]([O:22][CH2:23][CH2:24][CH2:25][N:33]([CH3:32])[CH3:34])[c:17]([O:20][CH3:21])[cH:18][c:19]23)[cH:6][c:7]1[OH:8]. Reactants: CNC, COc1cc2c(Nc3cc(O)c(Cl)cc3F)c(C#N)cnc2cc1OCCCCl, [I-], [Na+], C1CCOC1. The product is COc1cc2c(Nc3cc(O)c(Cl)cc3F)c(C#N)cnc2cc1OCCCN(C)C.